Dataset: the Open Reaction Database (ORD), a public repository of structured organic reaction records. Task: describe an organic reaction: reactants, conditions, products, and yield The reactants are C(C)OP(OCC)(=O)CCC(CCC1=CC=C(C=C1)CCCCCCCC)(C)NC(=O)OCC1=CC=CC=C1 ((±)-diethyl 3-benzyloxycarbonylamino-3-methyl-5-(4-(octyl)phenyl)pentylphosphonic acid), CO (methanol). Solvent: C(Cl)Cl (methylene chloride). Reaction conditions: time 1 hour. Yields the product NC(CCP(O)(O)=O)(CCC1=CC=C(C=C1)CCCCCCCC)C ((±)-3-Amino-3-methyl-5-(4-(octyl)phenyl)pentylphosphonic acid). Isolated yield 79.8%. As a reaction SMILES: C([O:3][P:4]([CH2:9][CH2:10][C:11]([NH:29]C(OCC1C=CC=CC=1)=O)([CH3:28])[CH2:12][CH2:13][C:14]1[CH:19]=[CH:18][C:17]([CH2:20][CH2:21][CH2:22][CH2:23][CH2:24][CH2:25][CH2:26][CH3:27])=[CH:16][CH:15]=1)(=[O:8])[O:5]CC)C.CO>C(Cl)Cl>[NH2:29][C:11]([CH3:28])([CH2:12][CH2:13][C:14]1[CH:19]=[CH:18][C:17]([CH2:20][CH2:21][CH2:22][CH2:23][CH2:24][CH2:25][CH2:26][CH3:27])=[CH:16][CH:15]=1)[CH2:10][CH2:9][P:4](=[O:3])([OH:8])[OH:5]. Reported procedure: To a solution of (±)-diethyl 3-benzyloxycarbonylamino-3-methyl-5-(4-(octyl)phenyl)pentylphosphonic acid (0.097 g, 0.173 mmol) in methylene chloride (1 ml) was added aodotrimethylsilane (0.100 ml, 0.690 mmol). After stirring for 1 h, methanol was added (1 ml) and the reaction was concentrated. HPLC purification (YMC-Pack pro C18, 150×20 mm, acetonitrile/water+0.1% TFA 10/90 to 0/100 over 15 minutes, 20 ml/min, 254 nM) yielded a waxy solid (0.051 g): 1H NMR (500 MHz , CDCl3): δ7.09-7.14 (m, 4H), 2... The reactants are Brc1ccncc1, COc1ccc(B(O)O)cc1C=O, Cl. Yields the product COc1ccc(-c2ccncc2)cc1C=O. As a reaction SMILES: [Br:15][c:16]1[cH:17][cH:18][n:19][cH:20][cH:21]1.[CH:1](=[O:2])[c:3]1[cH:4][c:5]([B:11]([OH:12])[OH:13])[cH:6][cH:7][c:8]1[O:9][CH3:10].[ClH:14]>>[CH:1](=[O:2])[c:3]1[cH:4][c:5](-[c:16]2[cH:17][cH:18][n:19][cH:20][cH:21]2)[cH:6][cH:7][c:8]1[O:9][CH3:10]. Starting materials: Cl (hydrochloric acid), C[Si](C)(C)Cl (trimethylsilyl chloride), COC=1C=CC(=C(C1)CC(=O)NC1CCN(CC1)CC1=CC=CC=C1)[N+](=O)[O-] (5-methoxy-2-nitro-N-[1-(phenylmethyl)-4-piperidinyl]-benzeneacetamide), [BH4-].[Li+] (lithium borohydride). Solvent: O (water), O1CCCC1 (tetrahydrofuran). Run at time 1 hour. Product: COC=1C=CC(=C(C1)CCNC1CCN(CC1)CC1=CC=CC=C1)[N+](=O)[O-] (N-[2-(5-methoxy-2-nitrophenyl)ethyl]-1-(phenylmethyl)-4-piperidineamine). Reaction SMILES: C[Si](Cl)(C)C.[CH3:6][O:7][C:8]1[CH:9]=[CH:10][C:11]([N+:31]([O-:33])=[O:32])=[C:12]([CH2:14][C:15]([NH:17][CH:18]2[CH2:23][CH2:22][N:21]([CH2:24][C:25]3[CH:30]=[CH:29][CH:28]=[CH:27][CH:26]=3)[CH2:20][CH2:19]2)=O)[CH:13]=1.[BH4-].[Li+].Cl>O1CCCC1.O>[CH3:6][O:7][C:8]1[CH:9]=[CH:10][C:11]([N+:31]([O-:33])=[O:32])=[C:12]([CH2:14][CH2:15][NH:17][CH:18]2[CH2:19][CH2:20][N:21]([CH2:24][C:25]3[CH:26]=[CH:27][CH:28]=[CH:29][CH:30]=3)[CH2:22][CH2:23]2)[CH:13]=1 |f:2.3|. Procedure: 34.0 ml (268.2 mmol) of trimethylsilyl chloride were slowly added dropwise to a solution of 27.0 g (70.4 mmol) of 5-methoxy-2-nitro-N-[1-(phenylmethyl)-4-piperidinyl]-benzeneacetamide in 400 ml of anhydrous tetrahydrofuran and then stirred for another 1 hour at ambient temperature. 4.9 g (213.7 mmol) of lithium borohydride were added batchwise, stirring was continued for another 30 minutes at ambient temperature and then for 4 hours at reflux temperature. After cooling, 25 ml of water and 25 ml ... The reactants are CC(C)(C)c1cc2ncnc(O)c2s1, ClCCl, O=P(Cl)(Cl)Cl. The product is CC(C)(C)c1cc2ncnc(Cl)c2s1. RXN SMILES: [C:1]([CH3:2])([CH3:3])([CH3:4])[c:5]1[cH:6][c:7]2[n:8][cH:9][n:10][c:11]([OH:14])[c:12]2[s:13]1.[CH2:20]([Cl:21])[Cl:22].[P:15]([Cl:16])([Cl:17])([Cl:18])=[O:19]>>[C:1]([CH3:2])([CH3:3])([CH3:4])[c:5]1[cH:6][c:7]2[n:8][cH:9][n:10][c:11]([Cl:17])[c:12]2[s:13]1.